This data is from the Open Reaction Database (ORD), a public repository of structured organic reaction records. The task is: describe an organic reaction: reactants, conditions, products, and yield The reactants are FC1=C(C=CC(=C1)C(=O)OC)C1=C(C=C(C=C1)OC)F (methyl 2,2′-difluoro-4′-methoxybiphenyl-4-carboxylate), [I-] (iodide). Reagents/catalysts: S(=O)(=O)([O-])[O-].[Ag+2] (silver sulfate). Run in CO (methanol). Product: FC1=C(C=CC(=C1)C(=O)OC)C1=C(C=C(C(=C1)I)OC)F (Methyl 2,2′-difluoro-5′-iodo-4′-methoxybiphenyl-4-carboxylate). As a reaction SMILES: [F:1][C:2]1[CH:7]=[C:6]([C:8]([O:10][CH3:11])=[O:9])[CH:5]=[CH:4][C:3]=1[C:12]1[CH:17]=[CH:16][C:15]([O:18][CH3:19])=[CH:14][C:13]=1[F:20].[I-:21]>S([O-])([O-])(=O)=O.[Ag+2].CO>[F:1][C:2]1[CH:7]=[C:6]([C:8]([O:10][CH3:11])=[O:9])[CH:5]=[CH:4][C:3]=1[C:12]1[CH:17]=[C:16]([I:21])[C:15]([O:18][CH3:19])=[CH:14][C:13]=1[F:20] |f:2.3|. Reported procedure: methyl 2,2′-difluoro-4′-methoxybiphenyl-4-carboxylate (585 mg, 2.10 mmol), methanol (10 mL), iodide (534 mg, 2.10 mmol), silver sulfate (655 mg, 2.10 mmol) were stirred at room temperature. LCMS indicated formation of the desired compound. Reaction crude was worked up w/Na2HSO3 (aq., sat.). All volatiles were removed from the resulting mixture. The pot residue was worked up w/Na2SO4/EtOAc/filtration/concentration to afford a light brown solid. The crude solid was purified by flash chromatography... Starting materials: C1(CCCCC1)N=C=NC1CCCCC1 (N,N'-dicyclohexylcarbodiimide), N[C@H](CNCC(=O)OC(C)(C)C)CC(C)C ((S)-N-(2-amino-4-methylpentyl)glycine, 1,1-dimethylethyl ester), N1[C@@H](CCC1=O)C(=O)O (L-pyroglutamic acid), O.OC1=CC=CC=2NN=NC21 (hydroxybenzotriazole, hydrate). The solvent is CN(C=O)C (N,N-dimethylformamide), CN(C=O)C (N,N-dimethylformamide). Reaction conditions: time 0.5 hour. The product is CC(CC(CNCC(=O)OC(C)(C)C)NC(=O)C1NC(CC1)=O)C (N-[4-methyl-2-[[(5-oxo-2-pyrrolidinyl]carbonyl)amino]pentyl]glycine, 1,1-dimethylethyl ester). RXN SMILES: [NH2:1][C@@H:2]([CH2:13][CH:14]([CH3:16])[CH3:15])[CH2:3][NH:4][CH2:5][C:6]([O:8][C:9]([CH3:12])([CH3:11])[CH3:10])=[O:7].[NH:17]1[C:21](=[O:22])[CH2:20][CH2:19][C@H:18]1[C:23](O)=[O:24].O.OC1C2N=NNC=2C=CC=1.C1(N=C=NC2CCCCC2)CCCCC1>CN(C)C=O>[CH3:15][CH:14]([CH3:16])[CH2:13][CH:2]([NH:1][C:23]([CH:18]1[CH2:19][CH2:20][C:21](=[O:22])[NH:17]1)=[O:24])[CH2:3][NH:4][CH2:5][C:6]([O:8][C:9]([CH3:10])([CH3:11])[CH3:12])=[O:7] |f:2.3|. Procedure details: A solution of 1.54 g of (S)-N-(2-amino-4-methylpentyl)glycine, 1,1-dimethylethyl ester, 890 mg of L-pyroglutamic acid, and 904 mg of hydroxybenzotriazole, hydrate in 30 ml of N,N-dimethylformamide is cooled in ice and treated dropwise with a solution of 1.4 g of N,N'-dicyclohexylcarbodiimide in 5 ml of N,N-dimethylformamide. After stirring at 0° for 0.5 hours, the mixture is kept at room temperature overnight. The mixture is filtered and the solvent distilled off under high vacuum. The residue i...